From a dataset of the Open Reaction Database (ORD), a public repository of structured organic reaction records. describe an organic reaction: reactants, conditions, products, and yield The reactants are F[C@@H]1[C@@H]2C=3C=CC(=CC3C[C@H]([C@H]2[C@@H]2CCC([C@@]2(C)C1)=O)CCCCCN(CCCC(C(F)(F)F)(F)F)C)O (11β-fluoro-3-hydroxy-7α-{5-[methyl-(4,4,5,5,5-pentafluoro-pentyl)-amino]-pentyl}-estra-1,3,5(10)-trien-17-one), [BH4-].[Na+] (sodium borohydride). Solvent: CO (methanol). Conditions: time 30 minute. Yields the product F[C@@H]1[C@@H]2C=3C=CC(=CC3C[C@H]([C@H]2[C@@H]2CC[C@@H]([C@@]2(C)C1)O)CCCCCN(CCCC(C(F)(F)F)(F)F)C)O (11β-fluoro-7α-{5-[methyl-(4,4,5,5,5-pentafluoro-pentyl)-amino]-pentyl}-estra-1,3,5(10)-triene-3,17β-diol). The yield is 83.1%. Reaction SMILES: [F:1][C@H:2]1[CH2:19][C@@:17]2([CH3:18])[C@@H:13]([CH2:14][CH2:15][C:16]2=[O:20])[C@H:12]2[C@H:3]1[C:4]1[CH:5]=[CH:6][C:7]([OH:38])=[CH:8][C:9]=1[CH2:10][C@H:11]2[CH2:21][CH2:22][CH2:23][CH2:24][CH2:25][N:26]([CH3:37])[CH2:27][CH2:28][CH2:29][C:30]([F:36])([F:35])[C:31]([F:34])([F:33])[F:32].[BH4-].[Na+]>CO>[F:1][C@H:2]1[CH2:19][C@@:17]2([CH3:18])[C@@H:13]([CH2:14][CH2:15][C@@H:16]2[OH:20])[C@H:12]2[C@H:3]1[C:4]1[CH:5]=[CH:6][C:7]([OH:38])=[CH:8][C:9]=1[CH2:10][C@H:11]2[CH2:21][CH2:22][CH2:23][CH2:24][CH2:25][N:26]([CH3:37])[CH2:27][CH2:28][CH2:29][C:30]([F:35])([F:36])[C:31]([F:32])([F:33])[F:34] |f:1.2|. Procedure details: 380 mg of 11β-fluoro-3-hydroxy-7α-{5-[methyl-(4,4,5,5,5-pentafluoro-pentyl)-amino]-pentyl}-estra-1,3,5(10)-trien-17-one is dissolved in 25 ml of methanol and mixed with 77 mg of sodium borohydride. After 30 minutes of stirring at room temperature, the batch is added to saturated common salt solution, extracted with methylene chloride, dried on magnesium sulfate and concentrated by evaporation in a vacuum. After the crude product is chromatographed on silica gel with a methylene chloride-methanol...